This data is from the Open Reaction Database (ORD), a public repository of structured organic reaction records. The task is: describe an organic reaction: reactants, conditions, products, and yield Reactants: ClC1=CC=C(C=C1)SC=1C=C(C=CC1[N+](=O)[O-])S(=O)(=O)N (3-(4-Chlorophenylthio)-4-nitro-benzenesulphonamide), [NH4+].[Cl-] (NH4Cl), O (water). Reagents/catalysts: [Fe] (Fe). Solvent: CCO (EtOH). Product: NC1=C(C=C(C=C1)S(=O)(=O)N)SC1=CC=C(C=C1)Cl (4-Amino-3-(4-chlorophenylthio)-benzenesulphonamide). As a reaction SMILES: [Cl:1][C:2]1[CH:7]=[CH:6][C:5]([S:8][C:9]2[CH:10]=[C:11]([S:18]([NH2:21])(=[O:20])=[O:19])[CH:12]=[CH:13][C:14]=2[N+:15]([O-])=O)=[CH:4][CH:3]=1.[NH4+].[Cl-].O>CCO.[Fe]>[NH2:15][C:14]1[CH:13]=[CH:12][C:11]([S:18]([NH2:21])(=[O:19])=[O:20])=[CH:10][C:9]=1[S:8][C:5]1[CH:6]=[CH:7][C:2]([Cl:1])=[CH:3][CH:4]=1 |f:1.2|. Procedure: 3-(4-Chlorophenylthio)-4-nitro-benzenesulphonamide (0.50 g, 1.45 mmol), NH4Cl (0.16 g; 2.90 mmol) and Fe powder (0.40 g; 7.25 mmol) were suspended in EtOH (10 ml)/water (5 ml) and refluxed for 30 minutes. The solution was filtered, evaporated down and the residue was taken up in CH2Cl2. It was washed with water, dried over MgSO4 and evaporated down. The residue was used again in its crude form. Yield: 0.43 g=94% 13C (100 MHz, CDCl3)d 152.17, 136.12, 133.59, 132.24, 130.75, 129.86, 129.38, 128.37...